Dataset: the Open Reaction Database (ORD), a public repository of structured organic reaction records. Task: describe an organic reaction: reactants, conditions, products, and yield As a reaction SMILES: C([N:8]1[CH2:13][CH2:12][CH:11]([NH:14][C:15]([NH:17][C:18]2[CH:23]=[CH:22][C:21]([O:24][C:25]3[C:34]4[C:29](=[CH:30][C:31]([O:37][CH3:38])=[C:32]([O:35][CH3:36])[CH:33]=4)[N:28]=[CH:27][CH:26]=3)=[CH:20][CH:19]=2)=[O:16])[CH2:10][CH2:9]1)C1C=CC=CC=1.ClC(OC(Cl)C)=O>ClCCCl>[CH3:36][O:35][C:32]1[CH:33]=[C:34]2[C:29](=[CH:30][C:31]=1[O:37][CH3:38])[N:28]=[CH:27][CH:26]=[C:25]2[O:24][C:21]1[CH:22]=[CH:23][C:18]([NH:17][C:15]([NH:14][CH:11]2[CH2:12][CH2:13][NH:8][CH2:9][CH2:10]2)=[O:16])=[CH:19][CH:20]=1. Yields the product COC=1C=C2C(=CC=NC2=CC1OC)OC1=CC=C(C=C1)NC(=O)NC1CCNCC1 (N-{4-[(6,7-dimethoxy-4-quinolyl)oxy]phenyl}-N′-(4-piperidyl)urea). The solvent is ClCCCl (1,2-dichloroethane). Reactants: C(C1=CC=CC=C1)N1CCC(CC1)NC(=O)NC1=CC=C(C=C1)OC1=CC=NC2=CC(=C(C=C12)OC)OC (N-(1-Benzyl-4-piperidyl)-N′-{4-[(6,7-dimethoxy-4-quinolyl)oxy]phenyl}urea), ClC(=O)OC(C)Cl (1-Chloroethyl chloroformate). Procedure: N-(1-Benzyl-4-piperidyl)-N′-{4-[(6,7-dimethoxy-4-quinolyl)oxy]phenyl}urea (100 mg) was dissolved in 1,2-dichloroethane (25 ml) to prepare a solution. 1-Chloroethyl chloroformate (0.10 ml) was then added to the solution, and the mixture was heated under reflux overnight. The solvent was removed by distillation under the reduced pressure. Methanol (20 ml) was added to the residue, followed by heating under reflux for 2 hr. The solvent was removed by distillation under the reduced pressure to give ... Yield: 168.7%. Starting materials: CNC, CC(C)O, Cl, Cl, O=C1CC(c2ccccc2)Oc2ccccc21. Product: Cl, CN(C)CC1C(=O)c2ccccc2OC1c1ccccc1. As a reaction SMILES: [CH3:19][NH:20][CH3:21].[CH3:23][CH:24]([OH:25])[CH3:26].[ClH:18].[ClH:22].[O:1]=[C:2]1[CH2:3][CH:4]([c:12]2[cH:13][cH:14][cH:15][cH:16][cH:17]2)[O:5][c:6]2[cH:7][cH:8][cH:9][cH:10][c:11]21>>[ClH:18].[O:1]=[C:2]1[CH:3]([CH2:23][N:20]([CH3:19])[CH3:21])[CH:4]([c:12]2[cH:13][cH:14][cH:15][cH:16][cH:17]2)[O:5][c:6]2[cH:7][cH:8][cH:9][cH:10][c:11]21. Starting materials: COC(=O)C1=C(N=C(S1)N1C=NC2=C1C=C(C(=C2)OC)OC)Br (4-bromo-2-(5,6-dimethoxy-benzoimidazol-1-yl)-thiazole-5-carboxylic acid methyl ester), OCC=1C=C(C=CC1)B(O)O (3-hydroxymethylphenylboronic acid). The product is COC1=CC2=C(N(C=N2)C=2SC(=C(N2)C2=CC(=CC=C2)CO)C(=O)O)C=C1OC (2-(5,6-Dimethoxy-benzoimidazol-1-yl)-4-(3-hydroxymethyl-phenyl)-thiazole-5-carboxylic acid). Isolated yield 1.9%. RXN SMILES: C[O:2][C:3]([C:5]1[S:9][C:8]([N:10]2[C:14]3[CH:15]=[C:16]([O:21][CH3:22])[C:17]([O:19][CH3:20])=[CH:18][C:13]=3[N:12]=[CH:11]2)=[N:7][C:6]=1Br)=[O:4].[OH:24][CH2:25][C:26]1[CH:27]=[C:28](B(O)O)[CH:29]=[CH:30][CH:31]=1>>[CH3:20][O:19][C:17]1[C:16]([O:21][CH3:22])=[CH:15][C:14]2[N:10]([C:8]3[S:9][C:5]([C:3]([OH:2])=[O:4])=[C:6]([C:30]4[CH:29]=[CH:28][CH:27]=[C:26]([CH2:25][OH:24])[CH:31]=4)[N:7]=3)[CH:11]=[N:12][C:13]=2[CH:18]=1. Reported procedure: In a similar manner as described for Example 26, 4-bromo-2-(5,6-dimethoxy-benzoimidazol-1-yl)-thiazole-5-carboxylic acid methyl ester (40 mg, 0.1 mmol) and 3-hydroxymethylphenylboronic acid (22.9 mg, 0.15 mmol) gave 2-(5,6-Dimethoxy-benzoimidazol-1-yl)-4-(3-hydroxymethyl-phenyl)-thiazole-5-carboxylic acid (0.8 mg, 2.0%) as a white solid. MS 412 m/z (M+1). The reactants are CCOC(=O)CC(CCCNC(=O)OC(C)(C)C)c1ccc(Br)cc1, CCOC(C)=O, Cl. Product: CCOC(=O)CC(CCCN)c1ccc(Br)cc1, Cl. RXN SMILES: [CH2:1]([CH3:2])[O:3][C:4]([CH2:5][CH:6]([CH2:7][CH2:8][CH2:9][NH:10][C:11]([O:12][C:13]([CH3:14])([CH3:15])[CH3:16])=[O:17])[c:18]1[cH:19][cH:20][c:21]([Br:24])[cH:22][cH:23]1)=[O:25].[CH3:27][CH2:28][O:29][C:30](=[O:31])[CH3:32].[ClH:26]>>[CH2:1]([CH3:2])[O:3][C:4]([CH2:5][CH:6]([CH2:7][CH2:8][CH2:9][NH2:10])[c:18]1[cH:19][cH:20][c:21]([Br:24])[cH:22][cH:23]1)=[O:25].[ClH:26]. The reactants are Cc1ccc(CBr)cc1C, COC(=O)CC1NC(=O)NC1=O, [K+], [K+], [Mg+2], O=S(=O)([O-])[O-], O=C([O-])[O-], CN(C)C=O. The product is COC(=O)CC1NC(=O)N(Cc2ccc(C)c(C)c2)C1=O. As a reaction SMILES: [CH3:13][c:14]1[cH:15][c:16]([CH2:17][Br:18])[cH:19][cH:20][c:21]1[CH3:22].[CH3:1][O:2][C:3]([CH2:4][CH:5]1[NH:6][C:7](=[O:11])[NH:8][C:9]1=[O:10])=[O:12].[K+:29].[K+:30].[Mg+2:23].[O-:24][S:25]([O-:26])(=[O:27])=[O:28].[O-:31][C:32]([O-:33])=[O:34].[O:35]=[CH:36][N:37]([CH3:38])[CH3:39]>>[CH3:1][O:2][C:3]([CH2:4][CH:5]1[NH:6][C:7](=[O:11])[N:8]([CH2:17][c:16]2[cH:15][c:14]([CH3:13])[c:21]([CH3:22])[cH:20][cH:19]2)[C:9]1=[O:10])=[O:12]. Reactants: CI, CC(C)=O, Cn1c(-c2ccncc2)n[nH]c1=S, [Na+], [OH-], O. The product is CSc1nnc(-c2ccncc2)n1C. RXN SMILES: [CH3:14][I:15].[CH3:19][C:20](=[O:21])[CH3:22].[CH3:1][n:2]1[c:3](=[S:13])[nH:4][n:5][c:6]1-[c:7]1[cH:8][cH:9][n:10][cH:11][cH:12]1.[Na+:17].[OH-:16].[OH2:18]>>[CH3:1][n:2]1[c:3]([S:13][CH3:14])[n:4][n:5][c:6]1-[c:7]1[cH:8][cH:9][n:10][cH:11][cH:12]1.